Dataset: the Open Reaction Database (ORD), a public repository of structured organic reaction records. Task: describe an organic reaction: reactants, conditions, products, and yield The reactants are CCOC(C)=O, O=CO, [Na+], O=C([O-])O, O=Cc1ccoc1C1OCCO1, O. Yields the product O=Cc1ccoc1C=O. RXN SMILES: [CH3:21][CH2:22][O:23][C:24]([CH3:25])=[O:26].[CH:13]([OH:14])=[O:15].[Na+:20].[O-:16][C:17]([OH:18])=[O:19].[O:1]1[CH:2]([c:6]2[o:7][cH:8][cH:9][c:10]2[CH:11]=[O:12])[O:5][CH2:4][CH2:3]1.[OH2:27]>>[O:1]=[CH:2][c:6]1[o:7][cH:8][cH:9][c:10]1[CH:11]=[O:12]. The reactants are NC1=C2C(OCC2=C(C(=C1C/C=C(/CCC(=O)O)\C)CC)C)=O ((E)-6-(4-amino-1,3-dihydro-6-ethyl-7-methyl-3-oxoisobenzofuran-5-yl)-4-methyl-4-hexenoic acid), CO (methanol), O.C1(=CC=C(C=C1)S(=O)(=O)O)C (p-toluenesulfonic acid monohydrate). Run at time 2 day. Product: NC1=C2C(OCC2=C(C(=C1C/C=C(/CCC(=O)OC)\C)CC)C)=O (methyl (E)-6-(4-amino-1,3-dihydro-6-ethyl-7-methyl-3-oxoisobenzofuran-5-yl)-4-methyl-4-hexenoate). Reaction SMILES: [NH2:1][C:2]1[C:10]([CH2:11]/[CH:12]=[C:13](\[CH3:19])/[CH2:14][CH2:15][C:16]([OH:18])=[O:17])=[C:9]([CH2:20][CH3:21])[C:8]([CH3:22])=[C:7]2[C:3]=1[C:4](=[O:23])[O:5][CH2:6]2.CO.O.[C:27]1(C)C=CC(S(O)(=O)=O)=CC=1>>[NH2:1][C:2]1[C:10]([CH2:11]/[CH:12]=[C:13](\[CH3:19])/[CH2:14][CH2:15][C:16]([O:18][CH3:27])=[O:17])=[C:9]([CH2:20][CH3:21])[C:8]([CH3:22])=[C:7]2[C:3]=1[C:4](=[O:23])[O:5][CH2:6]2 |f:2.3|. Procedure details: To a solution of 2.5 g of (E)-6-(4-amino-1,3-dihydro-6-ethyl-7-methyl-3-oxoisobenzofuran-5-yl)-4-methyl-4-hexenoic acid in 50 ml (1.234 mol) of methanol is added 0.125 g of p-toluenesulfonic acid monohydrate. The solution is stirred at room temperature for 2 days and then concentrated to a small volume, and the residue partitioned between water and ethyl acetate. The organic layer is dried over magnesium sulfate and concentrated to give methyl (E)-6-(4-amino-1,3-dihydro-6-ethyl-7-methyl-3-oxoiso... The reactants are C(=O)(OCC)C1C(CCCC1CCC(C)(C)OC)=O (2-Carbethoxy-3-(3-methoxy-3-methylbut-1-yl)cyclohexanone), [OH-].[K+] (potassium hydroxide), CO (methanol). Run in O (water). Yields the product COC(CCC1CC(CCC1)=O)(C)C (3-(3-methoxy-3-methylbut-1-yl)cyclohexanone). The yield is 19.5%. Reaction SMILES: C([CH:6]1[CH:11]([CH2:12][CH2:13][C:14]([O:17][CH3:18])([CH3:16])[CH3:15])[CH2:10][CH2:9][CH2:8][C:7]1=[O:19])(OCC)=O.[OH-].[K+].CO>O>[CH3:18][O:17][C:14]([CH3:16])([CH3:15])[CH2:13][CH2:12][CH:11]1[CH2:10][CH2:9][CH2:8][C:7](=[O:19])[CH2:6]1 |f:1.2|. Reported procedure: Crude 2-carbethoxy-3-(3-methoxy-3-methylbut-1-yl)cyclohexanone (7.0 g) of example 17 was added to a mixture of potassium hydroxide (3.0 g), methanol (50 mL) and water (50 mL) and heated at reflux 4.5 hours. The cooled mixture was extracted with hexane, the extracts were dried (Na2SO4) and concentrated to an oil which was purified by bulb to bulb distillation, airbath temperature 175° C., 0.1 mm Hg to yield 3-(3-methoxy-3-methylbut-1-yl)cyclohexanone (1.0 g); NMR(CDCl3)δ1.2(s,6H), 1.2-1.5(m,5H), ...